This data is from the Open Reaction Database (ORD), a public repository of structured organic reaction records. The task is: describe an organic reaction: reactants, conditions, products, and yield The reactants are C(=O)(O)CC1=C(C(=O)O)C(=CC=C1)F (2-Carboxymethyl-6-fluoro-benzoic acid). Solvent: C(C)(=O)Cl (acetyl chloride). The product is FC=1C=CC=C2CC(OC(C12)=O)=O (8-Fluoro-isochroman-1,3-dione). Yield: 102.5%. Reaction SMILES: [C:1]([CH2:4][C:5]1[CH:13]=[CH:12][CH:11]=[C:10]([F:14])[C:6]=1[C:7]([OH:9])=[O:8])(O)=[O:2]>C(Cl)(=O)C>[F:14][C:10]1[CH:11]=[CH:12][CH:13]=[C:5]2[C:6]=1[C:7](=[O:9])[O:8][C:1](=[O:2])[CH2:4]2. Procedure: 2-Carboxymethyl-6-fluoro-benzoic acid (130 mg, 0.65 mmol) in acetyl chloride (2 ml) was heated under microwave irradiation at 150° C. for 10 min then concentrated in vacuo to give the title product (120 mg, 100% yield). The compound is hydroscopic and slowly decomposes back to the starting diacid in wet solvents or under moisturized atmosphere. 1H NMR (500 MHz, DMSO-d6): 4.29 (s, 2H), 7.27 (d, J=7.8 Hz, 1H), 7.34 (dd, J=8.5 Hz, J=11 Hz, 1H), 7.76 (dt, J=5.3 Hz, J=8 Hz, 1H).